This data is from the Open Reaction Database (ORD), a public repository of structured organic reaction records. The task is: describe an organic reaction: reactants, conditions, products, and yield Reactants: ClCCC1=CC(=C(C=C1)NC(C)=O)C (N-[4-(2-chloro-ethyl)-2-methyl-phenyl]-acetamide), Cl.N1(CCNCC1)C1=NNC2=CC=CC=C12 (3-piperazin-1-yl-1H-indazole hydrochloride). Yields the product N1N=C(C2=CC=CC=C12)N1CCN(CC1)CCC1=CC(=C(C=C1)NC(C)=O)C (N-(4-{2-[4-(1H-indazol-3-yl)-piperazin-1-yl]-ethyl}-2-methyl-phenyl)-acetamide), hydrochloride salt. Isolated yield 11.0%. Reaction SMILES: Cl[CH2:2][CH2:3][C:4]1[CH:9]=[CH:8][C:7]([NH:10][C:11](=[O:13])[CH3:12])=[C:6]([CH3:14])[CH:5]=1.Cl.[N:16]1([C:22]2[C:30]3[C:25](=[CH:26][CH:27]=[CH:28][CH:29]=3)[NH:24][N:23]=2)[CH2:21][CH2:20][NH:19][CH2:18][CH2:17]1>>[NH:24]1[C:25]2[C:30](=[CH:29][CH:28]=[CH:27][CH:26]=2)[C:22]([N:16]2[CH2:17][CH2:18][N:19]([CH2:2][CH2:3][C:4]3[CH:9]=[CH:8][C:7]([NH:10][C:11](=[O:13])[CH3:12])=[C:6]([CH3:14])[CH:5]=3)[CH2:20][CH2:21]2)=[N:23]1 |f:1.2|. Procedure: Starting with N-[4-(2-chloro-ethyl)-2-methyl-phenyl]-acetamide (0.194 g, 0.915 mmol) and 3-piperazin-1-yl-1H-indazole hydrochloride (0.328 g, 1.372 mmol), and following the procedure outlined in Example 501, N-(4-{2-[4-(1H-indazol-3-yl)-piperazin-1-yl]-ethyl}-2-methyl-phenyl)-acetamide was obtained as its hydrochloride salt (0.038 g, 0.101 mmol). Reactants: CN1CCN(CC#Cc2cc3nccc(Oc4ccc(N)cc4F)c3s2)CC1, O=C(O)c1ccccc1Oc1ccccc1. Product: CN1CCN(CC#Cc2cc3nccc(Oc4ccc(NC(=O)c5ccccc5Oc5ccccc5)cc4F)c3s2)CC1. Reaction SMILES: [F:1][c:2]1[cH:3][c:4]([NH2:28])[cH:5][cH:6][c:7]1[O:8][c:9]1[c:10]2[c:11]([n:12][cH:13][cH:14]1)[cH:15][c:16]([C:18]#[C:19][CH2:20][N:21]1[CH2:22][CH2:23][N:24]([CH3:27])[CH2:25][CH2:26]1)[s:17]2.[O:29]([c:30]1[cH:31][cH:32][cH:33][cH:34][cH:35]1)[c:36]1[c:37]([C:38](=[O:39])[OH:40])[cH:41][cH:42][cH:43][cH:44]1>>[F:1][c:2]1[cH:3][c:4]([NH:28][C:38]([c:37]2[c:36]([O:29][c:30]3[cH:31][cH:32][cH:33][cH:34][cH:35]3)[cH:44][cH:43][cH:42][cH:41]2)=[O:39])[cH:5][cH:6][c:7]1[O:8][c:9]1[c:10]2[c:11]([n:12][cH:13][cH:14]1)[cH:15][c:16]([C:18]#[C:19][CH2:20][N:21]1[CH2:22][CH2:23][N:24]([CH3:27])[CH2:25][CH2:26]1)[s:17]2. The reactants are NC1CCN(Cc2ccccc2)C1, CCN(C(C)C)C(C)C, ClC(Cl)Cl, Cn1ncc(NC(=O)Oc2ccccc2)c1N. Product: Cn1ncc(NC(=O)NC2CCN(Cc3ccccc3)C2)c1N. RXN SMILES: [CH2:18]([c:19]1[cH:20][cH:21][cH:22][cH:23][cH:24]1)[N:25]1[CH2:26][CH:27]([NH2:30])[CH2:28][CH2:29]1.[CH2:31]([N:32]([CH:33]([CH3:34])[CH3:35])[CH:36]([CH3:37])[CH3:38])[CH3:39].[CH:40]([Cl:41])([Cl:42])[Cl:43].[NH2:1][c:2]1[c:3]([NH:8][C:9]([O:10][c:11]2[cH:12][cH:13][cH:14][cH:15][cH:16]2)=[O:17])[cH:4][n:5][n:6]1[CH3:7]>>[NH2:1][c:2]1[c:3]([NH:8][C:9](=[O:17])[NH:30][CH:27]2[CH2:26][N:25]([CH2:18][c:19]3[cH:20][cH:21][cH:22][cH:23][cH:24]3)[CH2:29][CH2:28]2)[cH:4][n:5][n:6]1[CH3:7]. Yields the product C(#N)C12CCCN2CCC1 (5-cyano-1-azabicyclo[3.3.0]octane). Run in O (water), O (water). Reaction conditions: temperature 20 celsius, time 1 hour. Yield: 93.0%. Reactants: [C-]#N.[K+] (potassium cyanide), [N+]1=2CCCC2CCC1 (1-azoniabicyclo[3.3.0]oct-1(5)-ene). As a reaction SMILES: [C-:1]#[N:2].[K+].[N+:4]12[CH2:11][CH2:10][CH2:9][C:8]=1[CH2:7][CH2:6][CH2:5]2>O>[C:1]([C:8]12[CH2:9][CH2:10][CH2:11][N:4]1[CH2:5][CH2:6][CH2:7]2)#[N:2] |f:0.1|. Procedure: To a solution of potassium cyanide (0.191 g, 2.86 mmol) in 1.0 ml of water was added over 20 minutes 0.284 g (1.35 mmol) of 1-azoniabicyclo[3.3.0]oct-1(5)-ene (Example 3). The mixture was stirred at 20° C. for 1 hour. To the reaction mixture was added 2 ml of water and extracted with methylene chloride (3×10 ml). The combined organic layers were dried over anhydrous sodium sulfate and the solvent was distilled out in vacuo to afford 171 mg (Yield: 93.3%) of the desired compound. The reactants are N1CCC2=CC=CC=C12 (indoline), C(O)([O-])=O.[Na+] (sodium hydrogen carbonate), O (water), C(C1=CC=CC=C1)Cl (benzyl chloride). The solvent is C1(=CC=CC=C1)C (toluene). Conditions: temperature 90 celsius, time 1 hour. The product is C(C1=CC=CC=C1)N1CCC2=CC=CC=C12 (1-benzylindoline). Yield: 99.9%. Reaction SMILES: [NH:1]1[C:9]2[C:4](=[CH:5][CH:6]=[CH:7][CH:8]=2)[CH2:3][CH2:2]1.C(=O)([O-])O.[Na+].O.[CH2:16](Cl)[C:17]1[CH:22]=[CH:21][CH:20]=[CH:19][CH:18]=1>C1(C)C=CC=CC=1>[CH2:16]([N:1]1[C:9]2[C:4](=[CH:5][CH:6]=[CH:7][CH:8]=2)[CH2:3][CH2:2]1)[C:17]1[CH:22]=[CH:21][CH:20]=[CH:19][CH:18]=1 |f:1.2|. Procedure details: Into a 1,000 mλ reaction flask equipped with a thermometer, a stirrer, a condenser and a dropping funnel, 119.2 g (1.0 mol) of indoline, 105 g (1.25 mols) of sodium hydrogen carbonate and 200 g of water were charged, and the temperature was raised to a liquid temperature of 90° C. Then, while stirring at the same temperature, 132.9 g (1.05 mols) of benzyl chloride was dropwise added thereto over a period of about one hour from the dropping funnel, and then stirring was continued for eight hours ...